This data is from the Open Reaction Database (ORD), a public repository of structured organic reaction records. The task is: describe an organic reaction: reactants, conditions, products, and yield Starting materials: CI, CC(C)C(Nc1ccc(Cl)cc1)C(=O)O. The product is CC(C)C(C(=O)O)N(C)c1ccc(Cl)cc1. Reaction SMILES: [CH3:16][I:17].[Cl:1][c:2]1[cH:3][cH:4][c:5]([NH:8][CH:9]([CH:10]([CH3:11])[CH3:12])[C:13](=[O:14])[OH:15])[cH:6][cH:7]1>>[Cl:1][c:2]1[cH:3][cH:4][c:5]([N:8]([CH:9]([CH:10]([CH3:11])[CH3:12])[C:13](=[O:14])[OH:15])[CH3:16])[cH:6][cH:7]1. RXN SMILES: Br[C:2]1[N:6]2[CH:7]=[CH:8][C:9]([C:11]([F:14])([F:13])[F:12])=[N:10][C:5]2=[N:4][CH:3]=1.[F:15][C:16]1[C:21]([C:22]2[CH:27]=[CH:26][CH:25]=[CH:24][N:23]=2)=[CH:20][CH:19]=[CH:18][C:17]=1B(O)O>>[F:15][C:16]1[C:21]([C:22]2[CH:27]=[CH:26][CH:25]=[CH:24][N:23]=2)=[CH:20][CH:19]=[CH:18][C:17]=1[C:2]1[N:6]2[CH:7]=[CH:8][C:9]([C:11]([F:14])([F:13])[F:12])=[N:10][C:5]2=[N:4][CH:3]=1. Reported procedure: 3-Bromo-7-trifluoromethylimidazo[1,2-α]pyrimidine was coupled with 2-fluoro-3-(pyridin-2-yl)benzeneboronic acid as described in Example 1 to give 3-[2-fluoro-3-(pyridin-2-yl)phenyl]-7-trifluoromethylimidazo[1,2-α]pyrimidine as a white solid. Bis-hydrochloride salt (from ethyl acetate/ethanol): δH (360 MHz, DMSO) 7.61-7.71 (3H, m), 7.87-7.91 (1H, m), 8.07-8.11 (2H, m), 8.20-8.24 (1H, m), 8.42 (1H, s), 8.87 (1H, dd, J 5 and 1), 9.42 (1H, dd, J 7 and 3); m/z (ES+) 359 (M++H). The product is FC1=C(C=CC=C1C1=NC=CC=C1)C1=CN=C2N1C=CC(=N2)C(F)(F)F (3-[2-fluoro-3-(pyridin-2-yl)phenyl]-7-trifluoromethylimidazo[1,2-α]pyrimidine). Reactants: BrC1=CN=C2N1C=CC(=N2)C(F)(F)F (3-Bromo-7-trifluoromethylimidazo[1,2-α]pyrimidine), FC1=C(C=CC=C1C1=NC=CC=C1)B(O)O (2-fluoro-3-(pyridin-2-yl)benzeneboronic acid). Reactants: O=C(O)CC(CO)C(CO)CC(=O)O, ClCCl, CC(C)=O, CCO, COc1ccc(C=O)cc1, NCC(=O)O, [Na+], [OH-], O. Yields the product O=C(O)CC1COC(=O)C1CC(=O)O. RXN SMILES: [C:8](=[O:9])([OH:10])[CH2:11][CH:12]([CH2:13][OH:14])[CH:15]([CH2:16][OH:17])[CH2:18][C:19](=[O:20])[OH:21].[CH2:40]([Cl:41])[Cl:42].[CH3:33][C:34](=[O:35])[CH3:36].[CH3:37][CH2:38][OH:39].[CH:22](=[O:23])[c:24]1[cH:25][cH:26][c:27]([O:28][CH3:29])[cH:30][cH:31]1.[NH2:1][CH2:2][C:3](=[O:4])[OH:5].[Na+:7].[OH-:6].[OH2:32]>>[C:8](=[O:9])([OH:10])[CH2:11][CH:12]1[CH2:13][O:14][C:16](=[O:17])[CH:15]1[CH2:18][C:19](=[O:20])[OH:21].